From a dataset of the Open Reaction Database (ORD), a public repository of structured organic reaction records. describe an organic reaction: reactants, conditions, products, and yield RXN SMILES: [C:1]([c:2]1[cH:3][cH:4][cH:5][cH:6][cH:7]1)(=[O:8])[c:9]1[c:10]([O:22][CH2:23][CH2:24][CH2:25][CH3:26])[cH:11][c:12]([C:13](=[O:14])[OH:15])[cH:16][c:17]1[S:18]([NH2:19])(=[O:20])=[O:21].[ClH:32].[K+:31].[NH2:28][NH2:29].[OH-:30].[OH2:27].[OH2:33].[OH:34][CH2:35][CH2:36][O:37][CH2:38][CH2:39][OH:40]>>[CH2:1]([c:2]1[cH:3][cH:4][cH:5][cH:6][cH:7]1)[c:9]1[c:10]([O:22][CH2:23][CH2:24][CH2:25][CH3:26])[cH:11][c:12]([C:13](=[O:14])[OH:15])[cH:16][c:17]1[S:18]([NH2:19])(=[O:20])=[O:21]. The product is CCCCOc1cc(C(=O)O)cc(S(N)(=O)=O)c1Cc1ccccc1. The reactants are CCCCOc1cc(C(=O)O)cc(S(N)(=O)=O)c1C(=O)c1ccccc1, Cl, [K+], NN, [OH-], O, O, OCCOCCO. Reactants: O (water), C([O-])([O-])=O.[K+].[K+] (potassium carbonate), BrCCO (2-bromoethanol), BrC1=CC=C(C=C1)O (4-bromophenol). The solvent is CN(C)C=O (DMF). Conditions: temperature 90 celsius, time 6 hour. The product is BrC1=CC=C(OCCO)C=C1 (2-(4-bromophenoxy)-1-ethanol). The yield is 50.7%. As a reaction SMILES: [Br:1][C:2]1[CH:7]=[CH:6][C:5]([OH:8])=[CH:4][CH:3]=1.C(=O)([O-])[O-].[K+].[K+].Br[CH2:16][CH2:17][OH:18].O>CN(C=O)C>[Br:1][C:2]1[CH:7]=[CH:6][C:5]([O:8][CH2:16][CH2:17][OH:18])=[CH:4][CH:3]=1 |f:1.2.3|. Reported procedure: In DMF (150 ml) was dissolved 4-bromophenol (25 g). To the mixture was added potassium carbonate (30 g) and then was added dropwise 2-bromoethanol (23.5 g), and the mixture was stirred at 90° C. for 6 hours and cooled to room temperature. The reaction mixture was added to water, and the mixture was extracted with ethyl acetate, washed with saturated brine and dried with magnesium sulfate. Under reduced pressure, the solvent was evaporated, and the residue was purified with silica gel column chro... The reactants are N1C(=NC2=C1C=CC=C2)CN(C2CCCC=1C=CC=NC21)CC2=CC=C(C=O)C=C2 (4-{[(1H-benzimidazol-2-ylmethyl)-(5,6,7,8-tetrahydro-quinolin-8-yl)-amino]-methyl}-benzaldehyde), NC=1NC2=C(N1)C=CC=C2 (2-aminobenzimidazole), [BH3-]C#N.[Na+] (NaBH3CN). Run in CO (MeOH). Conditions: time 20 hour. Product: N1C(=NC2=C1C=CC=C2)NCC2=CC=C(CN(C1CCCC=3C=CC=NC13)CC1=NC3=C(N1)C=CC=C3)C=C2 ({4-[(1H-Benzimidazol-2-ylamino)-methyl]-benzyl}-(1H-benzimidazol-2-ylmethyl)-(5,6,7,8-tetrahydro-quinolin-8-yl)-amine). RXN SMILES: [NH:1]1[C:5]2[CH:6]=[CH:7][CH:8]=[CH:9][C:4]=2[N:3]=[C:2]1[CH2:10][N:11]([CH2:22][C:23]1[CH:30]=[CH:29][C:26]([CH:27]=O)=[CH:25][CH:24]=1)[CH:12]1[C:21]2[N:20]=[CH:19][CH:18]=[CH:17][C:16]=2[CH2:15][CH2:14][CH2:13]1.[NH2:31][C:32]1[NH:33][C:34]2[CH:40]=[CH:39][CH:38]=[CH:37][C:35]=2[N:36]=1.[BH3-]C#N.[Na+]>CO>[NH:33]1[C:34]2[CH:40]=[CH:39][CH:38]=[CH:37][C:35]=2[N:36]=[C:32]1[NH:31][CH2:27][C:26]1[CH:29]=[CH:30][C:23]([CH2:22][N:11]([CH2:10][C:2]2[NH:3][C:4]3[CH:9]=[CH:8][CH:7]=[CH:6][C:5]=3[N:1]=2)[CH:12]2[C:21]3[N:20]=[CH:19][CH:18]=[CH:17][C:16]=3[CH2:15][CH2:14][CH2:13]2)=[CH:24][CH:25]=1 |f:2.3|. Reported procedure: Using General Procedure A: To a stirred solution of 4-{[(1H-benzimidazol-2-ylmethyl)-(5,6,7,8-tetrahydro-quinolin-8-yl)-amino]-methyl}-benzaldehyde (140 mg, 0.34 mmol) and 2-aminobenzimidazole (45 mg, 0.0.34 mmol) in MeOH (4 mL) was added NaBH3CN (64 mg, 1.1 mmol) and the mixture was stirred at room temperature for 20 hours. Purification of the crude yellow foam by column chromatography on silica gel (200:1:1—EtOAc:MeOH:NH4OH) followed by radial chromatography on silica gel (100:1:1—CH2Cl2:MeOH:... Procedure: To a solution of (3R,5R)-3-(tert-butyldimethylsilyloxy)-5-fluoropiperidine (1 eq) in 30 mL of methanol was added 3.8M HCl in isopropanol (4 eq). The reaction mixture was allowed to stand at room temperature for 3 hours at which point it was concentrated under reduced pressure. The resulting residue was diluted with 120 mL of EtOAc, washed with sat. aq. sodium bicarbonate, brine, then dried over anhydrous MgSO4, filtered, and concentrated in vacuo. The crude residue was purified by flash chromato... Yield: 94.0%. Reaction conditions: time 3 hour. The reactants are [Si](C)(C)(C(C)(C)C)O[C@H]1CNC[C@@H](C1)F ((3R,5R)-3-(tert-butyldimethylsilyloxy)-5-fluoropiperidine), Cl (HCl), C(C)(C)O (isopropanol), CO (methanol). Reaction SMILES: [Si]([O:8][C@@H:9]1[CH2:14][C@@H:13]([F:15])[CH2:12][NH:11][CH2:10]1)(C(C)(C)C)(C)C.Cl.[CH:17]([OH:20])([CH3:19])C.[CH3:21][OH:22]>>[F:15][C@@H:13]1[CH2:14][C@@H:9]([OH:8])[CH2:10][N:11]([C:21]([O:20][CH2:17][C:19]2[CH:10]=[CH:9][CH:14]=[CH:13][CH:12]=2)=[O:22])[CH2:12]1. The product is F[C@H]1CN(C[C@@H](C1)O)C(=O)OCC1=CC=CC=C1 ((3R,5R)-benzyl 3-fluoro-5-hydroxypiperidine-1-carboxylate). Reactants: [Na] (Sodium), C1(=CC=CC=C1)[O-] (phenolate), ClC=1C(=NC(=CC1)Cl)CCl (3,6-dichloro-2-chloromethylpyridine), CN(C(=O)NC1=CC=C(C=C1)O)C (N,N-dimethyl-4-hydroxyphenyl urea), C[O-].[Na+] (sodium methoxide). The solvent is CO (methanol), CS(=O)C (dimethylsulfoxide). Yields the product ClC=1C(=NC(=CC1)Cl)COC1=CC=C(C=C1)NC(N(C)C)=O (N'-(4-((3,6-dichloro-2-pyridinyl)methoxy)phenyl)-N,N-dimethyl urea). Reaction SMILES: [Na].[CH3:2][N:3]([CH3:14])[C:4]([NH:6][C:7]1[CH:12]=[CH:11][C:10]([OH:13])=[CH:9][CH:8]=1)=[O:5].C[O-].[Na+].C1([O-])C=CC=CC=1.[Cl:25][C:26]1[C:27]([CH2:33]Cl)=[N:28][C:29]([Cl:32])=[CH:30][CH:31]=1>CS(C)=O.CO>[Cl:25][C:26]1[C:27]([CH2:33][O:13][C:10]2[CH:11]=[CH:12][C:7]([NH:6][C:4](=[O:5])[N:3]([CH3:14])[CH3:2])=[CH:8][CH:9]=2)=[N:28][C:29]([Cl:32])=[CH:30][CH:31]=1 |f:2.3,^1:0|. Reported procedure: Sodium metal (0.67 grams; 0.03 mole) was dissolved in 35 ml. of methanol and N,N-dimethyl-4-hydroxyphenyl urea (5.23 grams; 0.03 mole) was added to the sodium methoxide solution and the resulting mixture stirred until it became clear. The resulting phenolate solution was added portionwise over a period of about 90 minutes to a solution of 3,6-dichloro-2-chloromethylpyridine in 20 ml. of dimethylsulfoxide while maintaining the reaction at a temperature between from about 25° to about 50° C. The r...